Dataset: the Open Reaction Database (ORD), a public repository of structured organic reaction records. Task: describe an organic reaction: reactants, conditions, products, and yield As a reaction SMILES: C([O:8][C:9]1[CH:14]=[CH:13][C:12]([N:15]2[CH:23]=[C:22]3[C:17]([CH:18]=[C:19]([O:24][CH2:25][CH:26]4[CH2:28][CH2:27]4)[CH:20]=[CH:21]3)=[N:16]2)=[CH:11][CH:10]=1)C1C=CC=CC=1.C(OC1C=CC(N2C3C(=CC=C(OCC4CC4)C=3)C=N2)=CC=1)C1C=CC=CC=1>>[CH:26]1([CH2:25][O:24][C:19]2[CH:20]=[CH:21][C:22]3[C:17]([CH:18]=2)=[N:16][N:15]([C:12]2[CH:11]=[CH:10][C:9]([OH:8])=[CH:14][CH:13]=2)[CH:23]=3)[CH2:27][CH2:28]1. Yields the product C1(CC1)COC=1C=CC2=CN(N=C2C1)C1=CC=C(C=C1)O (4-[6-(cyclopropylmethoxy)-2H-indazol-2-yl]phenol). The reactants are C(C1=CC=CC=C1)OC1=CC=C(C=C1)N1N=C2C=C(C=CC2=C1)OCC1CC1 (2-[4-(benzyloxy)phenyl]-6-(cyclopropylmethoxy)-2H-indazole), C(C1=CC=CC=C1)OC1=CC=C(C=C1)N1N=CC2=CC=C(C=C12)OCC1CC1 (1-[4-(benzyloxy)phenyl]-6-(cyclopropylmethoxy)-1H-indazole). Procedure details: Using a mixture of 2-[4-(benzyloxy)phenyl]-6-(cyclopropylmethoxy)-2H-indazole and 1-[4-(benzyloxy)phenyl]-6-(cyclopropylmethoxy)-1H-indazole, and in the same manner as in Example 12, step C, a mixture of the title compound and 4-[6-(cyclopropylmethoxy)-1H-indazol-1-yl]phenol was obtained. The reactants are ClC1=NC(=NC2=CC=C(C=C12)C)C(=O)OCC (4-chloro-2-ethoxycarbonyl-6-methylquinazoline), C(C)(C)(C)OC(=O)N[C@H]1[C@H](CCCC1)N ((1S,2R)-2-(t-butoxycarbonylamino)cyclohexylamine), C(O)([O-])=O.[Na+] (sodium hydrogencarbonate). The reagents and catalysts are CN(C1=CC=NC=C1)C (4-dimethylaminopyridine). The solvent is C1(=CC=CC=C1)C (toluene), C(C)N(CC)CC (triethylamine). Yields the product C(C)OC(=O)C1=NC2=CC=C(C=C2C(=N1)N[C@@H]1[C@@H](CCCC1)NC(=O)OC(C)(C)C)C (4-({(1S,2R)-2-[(tert-butoxycarbonyl)amino]cyclohexyl}amino)-6-methylquinazoline-2-carboxylic acid ethyl ester). Isolated yield 108.4%. As a reaction SMILES: Cl[C:2]1[C:11]2[C:6](=[CH:7][CH:8]=[C:9]([CH3:12])[CH:10]=2)[N:5]=[C:4]([C:13]([O:15][CH2:16][CH3:17])=[O:14])[N:3]=1.[C:18]([O:22][C:23]([NH:25][C@@H:26]1[CH2:31][CH2:30][CH2:29][CH2:28][C@@H:27]1[NH2:32])=[O:24])([CH3:21])([CH3:20])[CH3:19].C(=O)([O-])O.[Na+]>C1(C)C=CC=CC=1.C(N(CC)CC)C.CN(C)C1C=CN=CC=1>[CH2:16]([O:15][C:13]([C:4]1[N:3]=[C:2]([NH:32][C@H:27]2[CH2:28][CH2:29][CH2:30][CH2:31][C@H:26]2[NH:25][C:23]([O:22][C:18]([CH3:21])([CH3:20])[CH3:19])=[O:24])[C:11]2[C:6](=[CH:7][CH:8]=[C:9]([CH3:12])[CH:10]=2)[N:5]=1)=[O:14])[CH3:17] |f:2.3|. Reported procedure: To a suspension of 8.47 g of 4-chloro-2-ethoxycarbonyl-6-methylquinazoline and 7.60 g of (1S,2R)-2-(t-butoxycarbonylamino)cyclohexylamine in 350 ml of toluene, 11.8 ml of triethylamine and a catalytic amount of 4-dimethylaminopyridine were added, and then the mixture was heated at reflux for 16 hours. After the reaction solution was mixed with a saturated sodium hydrogencarbonate solution and extracted with chloroform, the organic layer was washed with a 10% citric acid solution and saturated br... Product: CC(C)(C)OC(=O)N1CCC(c2ccc(Sc3ccc4[nH]ncc4c3)cc2)C1. Reaction SMILES: [Br:1][c:2]1[cH:3][c:4]2[cH:5][n:6][nH:7][c:8]2[cH:9][cH:10]1.[C:20]([CH3:21])([CH3:22])([CH3:23])[O:24][C:25](=[O:26])[N:27]1[CH2:28][CH:29]([c:32]2[cH:33][cH:34][c:35]([SH:38])[cH:36][cH:37]2)[CH2:30][CH2:31]1.[CH2:52]1[O:53][CH2:54][CH2:55][O:56][CH2:57]1.[CH:11]([N:12]([CH2:13][CH3:14])[CH:15]([CH3:16])[CH3:17])([CH3:18])[CH3:19].[K+:44].[Na+:45].[Na+:46].[O-:47][S:48]([O-:49])(=[O:50])=[O:51].[O:60]=[C:61]([CH:62]=[CH:63][c:64]1[cH:65][cH:66][cH:67][cH:68][cH:69]1)[CH:70]=[CH:71][c:72]1[cH:73][cH:74][cH:75][cH:76][cH:77]1.[O:78]=[C:79]([CH:80]=[CH:81][c:82]1[cH:83][cH:84][cH:85][cH:86][cH:87]1)[CH:88]=[CH:89][c:90]1[cH:91][cH:92][cH:93][cH:94][cH:95]1.[O:96]=[C:97]([CH:98]=[CH:99][c:100]1[cH:101][cH:102][cH:103][cH:104][cH:105]1)[CH:106]=[CH:107][c:108]1[cH:109][cH:110][cH:111][cH:112][cH:113]1.[Pd:58].[Pd:59].[S:39](=[O:40])(=[O:41])([OH:42])[O-:43]>>[c:2]1([S:38][c:35]2[cH:34][cH:33][c:32]([CH:29]3[CH2:28][N:27]([C:25]([O:24][C:20]([CH3:21])([CH3:22])[CH3:23])=[O:26])[CH2:31][CH2:30]3)[cH:37][cH:36]2)[cH:3][c:4]2[cH:5][n:6][nH:7][c:8]2[cH:9][cH:10]1. Starting materials: Brc1ccc2[nH]ncc2c1, CC(C)(C)OC(=O)N1CCC(c2ccc(S)cc2)C1, C1COCCO1, CCN(C(C)C)C(C)C, [K+], [Na+], [Na+], O=S(=O)([O-])[O-], O=C(C=Cc1ccccc1)C=Cc1ccccc1, O=C(C=Cc1ccccc1)C=Cc1ccccc1, O=C(C=Cc1ccccc1)C=Cc1ccccc1, [Pd], [Pd], O=S(=O)([O-])O. The reactants are [BH3-]C#N, O=C([O-])O, CC(=O)[O-], CO, CCOC(C)=O, Cl, O=Cc1ccc(F)cc1, COC(=O)C1C2CCC(C2)C1N, [Na+], [Na+], [Na+]. Yields the product COC(=O)C1C2CCC(C2)C1NCc1ccc(F)cc1. RXN SMILES: [C:28]([BH3-:29])#[N:30].[C:32](=[O:33])([OH:34])[O-:35].[CH3:15][C:16](=[O:17])[O-:18].[CH3:37][OH:38].[CH3:39][CH2:40][O:41][C:42](=[O:43])[CH3:44].[ClH:1].[F:19][c:20]1[cH:21][cH:22][c:23]([CH:24]=[O:25])[cH:26][cH:27]1.[NH2:2][CH:3]1[CH:4]([C:10](=[O:11])[O:12][CH3:13])[CH:5]2[CH2:6][CH2:7][CH:8]1[CH2:9]2.[Na+:14].[Na+:31].[Na+:36]>>[NH:2]([CH:3]1[CH:4]([C:10](=[O:11])[O:12][CH3:13])[CH:5]2[CH2:6][CH2:7][CH:8]1[CH2:9]2)[CH2:24][c:23]1[cH:22][cH:21][c:20]([F:19])[cH:27][cH:26]1. The reactants are tartaric-acid ice water, C(C1=CC=CC=C1)Br (benzylbromide), OC1=CC=2C[C@@H]([C@H]3[C@@H]4CCC([C@@]4(C)CC[C@@H]3C2C=C1)=O)O (3,7β-dihydroxy-estra-1,3,5(10)-trien-17-one), [OH-].[Li+] (lithium hydroxide). Run in CN(C=O)C (dimethylformamide). Conditions: temperature 100 celsius, time 30 minute. The product is C(C1=CC=CC=C1)OC1=CC=2C[C@@H]([C@H]3[C@@H]4CCC([C@@]4(C)CC[C@@H]3C2C=C1)=O)O (3-Benzyloxy-7β-hydroxy-estra-1,3,5(10)-trien-17-one). Reaction SMILES: [CH2:1](Br)[C:2]1[CH:7]=[CH:6][CH:5]=[CH:4][CH:3]=1.[OH:9][C:10]1[CH:27]=[CH:26][C:25]2[C@@H:24]3[C@H:15]([C@H:16]4[C@@:20]([CH2:22][CH2:23]3)([CH3:21])[C:19](=[O:28])[CH2:18][CH2:17]4)[C@@H:14]([OH:29])[CH2:13][C:12]=2[CH:11]=1.[OH-].[Li+]>CN(C)C=O>[CH2:1]([O:9][C:10]1[CH:27]=[CH:26][C:25]2[C@@H:24]3[C@H:15]([C@H:16]4[C@@:20]([CH2:22][CH2:23]3)([CH3:21])[C:19](=[O:28])[CH2:18][CH2:17]4)[C@@H:14]([OH:29])[CH2:13][C:12]=2[CH:11]=1)[C:2]1[CH:7]=[CH:6][CH:5]=[CH:4][CH:3]=1 |f:2.3|. Procedure details: 12.83 g (75 mmol) of benzylbromide is added to a suspension of 20 g (67.74 mmol) of 3,7β-dihydroxy-estra-1,3,5(10)-trien-17-one, 3.55 g (148.23 mmol) of lithium hydroxide in 700 ml of dry dimethylformamide, and it is stirred under an argon atmosphere for 30 minutes at 100° C. For working-up, the reaction solution is poured into tartaric-acid ice water, the precipitated product is suctioned off and dried in air. The crude product is taken up in dichloromethane, the organic phase is washed with wa... Reactants: [N+](=O)([O-])C=1C=C(C(=O)O)C=C(C1NC=1C(=CC=CC1)C)S(N)(=O)=O (3-nitro-5-sulphamyl-4-(o-toluidino)-benzoic acid), N(C1=CC=CC=C1)C1=C(C=C(C(=O)O)C=C1S(N)(=O)=O)[N+](=O)[O-] (4-anilino-3-nitro-5-sulphamyl-benzoic acid). Yields the product NC=1C=C(C(=O)O)C=C(C1NC=1C(=CC=CC1)C)S(N)(=O)=O (3-amino-5-sulphamyl-4-(o-toluidino)-benzoic acid). RXN SMILES: [N+:1]([C:4]1[CH:5]=[C:6]([CH:10]=[C:11]([S:21](=[O:24])(=[O:23])[NH2:22])[C:12]=1[NH:13][C:14]1[C:15]([CH3:20])=[CH:16][CH:17]=[CH:18][CH:19]=1)[C:7]([OH:9])=[O:8])([O-])=O.N(C1C(S(=O)(=O)N)=CC(C(O)=O)=CC=1[N+]([O-])=O)C1C=CC=CC=1>>[NH2:1][C:4]1[CH:5]=[C:6]([CH:10]=[C:11]([S:21](=[O:24])(=[O:23])[NH2:22])[C:12]=1[NH:13][C:14]1[C:15]([CH3:20])=[CH:16][CH:17]=[CH:18][CH:19]=1)[C:7]([OH:9])=[O:8]. Procedure details: By substituting 3-nitro-5-sulphamyl-4-(o-toluidino)-benzoic acid for the 4-anilino-3-nitro-5-sulphamyl-benzoic acid of Example 9 B, the above compound was obtained.